The task is: describe an organic reaction: reactants, conditions, products, and yield. This data is from the Open Reaction Database (ORD), a public repository of structured organic reaction records. The reactants are CC=1C(=NC(NC1)=O)N1N=CN=C1 (5-methyl-4-(1,2,4-triazol-1-yl)-pyrimidin-2(1H)-one), C[O-].[Na+] (sodium methylate), C(C)(=O)O (acetic acid). Yield: 91.7%. Product: COC1=NC(NC=C1C)=O (4-methoxy-5-methylpyrimidin-2(1H)-one). Run in CO (methanol). RXN SMILES: [CH3:1][C:2]1[C:3](N2C=NC=N2)=[N:4][C:5](=[O:8])[NH:6][CH:7]=1.C[O-].[Na+].[C:17](O)(=[O:19])C>CO>[CH3:17][O:19][C:3]1[C:2]([CH3:1])=[CH:7][NH:6][C:5](=[O:8])[N:4]=1 |f:1.2|. Reported procedure: 1.06 g (6 mmol) of 5-methyl-4-(1,2,4-triazol-1-yl)-pyrimidin-2(1H)-one are boiled under reflux with 972 mg (18 mmol) of sodium methylate in 30 ml of anhydrous methanol for 4 hours with exclusion of moisture. The cooled solution is neutralized with acetic acid, concentrated and chromatographed on silica gel using ethyl acetate/methanol 9/1. 770 mg (91.7% of theory) of 4-methoxy-5-methylpyrimidin-2(1H)-one are obtained with melting point 196°-199° C. 1H NMR (270 MHz, d6 -DMSO), δ[ppm]: 11.09 (s, 1... The reactants are ClC1=NN=CC2=CC(=CC=C12)C=1C=C(C(=O)OCC)C=CC1C (ethyl 3-(1-chlorophthalazin-6-yl)-4-methylbenzoate), C1CCOC1 (THF), CN1C(CCC1)=O (1-methyl-2-pyrrolidinone), C[Mg]Br (Methylmagnesium bromide). The reagents and catalysts are C/C(=C/C(=O)C)/[O-].C/C(=C/C(=O)C)/[O-].C/C(=C/C(=O)C)/[O-].[Fe+3] (iron(III) acetylacetonate). Run in CCOC(=O)C (EtOAc). Run at time 10 minute. Yields the product CC1=C(C=C(C(=O)OCC)C=C1)C=1C=C2C=NN=C(C2=CC1)C (ethyl 4-methyl-3-(1-methylphthalazin-6-yl)benzoate). RXN SMILES: Cl[C:2]1[C:11]2[C:6](=[CH:7][C:8]([C:12]3[CH:13]=[C:14]([CH:20]=[CH:21][C:22]=3[CH3:23])[C:15]([O:17][CH2:18][CH3:19])=[O:16])=[CH:9][CH:10]=2)[CH:5]=[N:4][N:3]=1.[CH2:24]1COCC1.CN1CCCC1=O.C[Mg]Br>CCOC(C)=O.C/C(/[O-])=C/C(C)=O.C/C(/[O-])=C/C(C)=O.C/C(/[O-])=C/C(C)=O.[Fe+3]>[CH3:23][C:22]1[CH:21]=[CH:20][C:14]([C:15]([O:17][CH2:18][CH3:19])=[O:16])=[CH:13][C:12]=1[C:8]1[CH:7]=[C:6]2[C:11](=[CH:10][CH:9]=1)[C:2]([CH3:24])=[N:3][N:4]=[CH:5]2 |f:5.6.7.8|. Procedure: A 150-ml round-bottom flask under argon was charged with ethyl 3-(1-chlorophthalazin-6-yl)-4-methylbenzoate (358 mg, 1096 μmol), iron(III) acetylacetonate (38.7 mg, 109.6 □mol), THF (4200 μl), and 1-methyl-2-pyrrolidinone (420 μl). Methylmagnesium bromide (1.4M solution in toluene/tetrahydrofuran (75:25); 1174 μl, 1643 μmol) was then added via a syringe to the resulting orange red suspension, causing an immediate color change to brown, and finally to violet. The resulting mixture was stirred for... The reactants are S1C(=NC=C1)NS(=O)(=O)C1=CC=C(C2=CC=CC=C12)NC(C)=O (N-[4-(Thiazol-2-ylsulfamoyl)-naphthalen-1-yl]-acetamide). Run in C[O-].[Na+] (NaOMe). Reaction conditions: temperature 70 celsius. The product is S1C(=NC=C1)NS(=O)(=O)C1=CC=C(C2=CC=CC=C12)N (4-amino-naphthalene-1-sulfonic acid thiazol-2-ylamide). Isolated yield 73.6%. RXN SMILES: [S:1]1[CH:5]=[CH:4][N:3]=[C:2]1[NH:6][S:7]([C:10]1[C:19]2[C:14](=[CH:15][CH:16]=[CH:17][CH:18]=2)[C:13]([NH:20]C(=O)C)=[CH:12][CH:11]=1)(=[O:9])=[O:8]>C[O-].[Na+]>[S:1]1[CH:5]=[CH:4][N:3]=[C:2]1[NH:6][S:7]([C:10]1[C:19]2[C:14](=[CH:15][CH:16]=[CH:17][CH:18]=2)[C:13]([NH2:20])=[CH:12][CH:11]=1)(=[O:9])=[O:8] |f:1.2|. Procedure: N-[4-(Thiazol-2-ylsulfamoyl)-naphthalen-1-yl]-acetamide (0.48 g, 1.38 mmol) was dissolved in 0.5 M NaOMe (20 ml) and heated at 70° C. for 16 h. After the solvents were evaporated, a 2:1 EtOH:H2O mixture (6 ml) and a few drops of AcOH were added. While stirring the mixture, a precipitate formed which was filtered and dried under vacuum to give 4-amino-naphthalene-1-sulfonic acid thiazol-2-ylamide (0.31 g, 73%). LC/MS (10-99% CH3CN), M/Z: M+1 obs=306.0; tR=2.04 min. The reactants are compound, C(C)(=O)NC1=C2C(CCNC2=C(C=C1)C)=O (5-Acetylamino-8-methyl-2,3-dihydroquinoline-4-one), C(C)(=O)NC1C(C2=C(C=CC=C2CC1)NC(C)=O)=O (2,8-diacetylamino-1-tetralone). The product is NC1=C2C(CCN(C2=C(C=C1)C)CCN)=O (5-Amino-1-(2-aminoethyl)-8-methyl-2,3-dihydroquinoline-4-one). Reaction SMILES: C([NH:4][C:5]1[CH:14]=[CH:13][C:12]([CH3:15])=[C:11]2[C:6]=1[C:7](=[O:16])[CH2:8][CH2:9][NH:10]2)(=O)C.[C:17]([NH:20]C1CCC2C(=C(NC(=O)C)C=CC=2)C1=O)(=O)[CH3:18]>>[NH2:4][C:5]1[CH:14]=[CH:13][C:12]([CH3:15])=[C:11]2[C:6]=1[C:7](=[O:16])[CH2:8][CH2:9][N:10]2[CH2:18][CH2:17][NH2:20]. Procedure details: The reaction was carried out in the same manner as in Example 1-(4), except that 510 mg of the compound prepared in (1) above was used instead of 2,8-diacetylamino-1-tetralone of Example 1-(4), and post-treated to produce 220 mg of the-title compound. Reactants: FC(C(CC=C)(O)C(F)(F)F)(F)F (1,1-bis(trifluoromethyl)-3-butenol), C1C=CC2C1C3CC2C=C3 (dicyclopentadiene). Conditions: temperature 190 celsius. The product is FC(C(O)(C(F)(F)F)C1C2C3C4C=CC(C3C(C1)C2)C4)(F)F (8-(2,2,2-trifluoro-1-trifluoromethyl-1-hydroxyethyl)tetracyclo[4.4.0.12,5.17,10]dodec-3-ene). The yield is 22.2%. As a reaction SMILES: [F:1][C:2]([F:13])([F:12])[C:3]([C:8]([F:11])([F:10])[F:9])([OH:7])[CH2:4][CH:5]=C.[CH2:14]1[CH:18]2[CH:19]3[CH:23]=[CH:22][CH:21]([CH:17]2[CH:16]=[CH:15]1)[CH2:20]3>>[F:1][C:2]([F:12])([F:13])[C:3]([CH:4]1[CH2:5][CH:14]2[CH2:15][CH:16]1[CH:17]1[CH:18]2[CH:19]2[CH2:20][CH:21]1[CH:22]=[CH:23]2)([C:8]([F:10])([F:9])[F:11])[OH:7]. Procedure details: A 500 ml autoclave was charged with 230 g of 1,1-bis(trifluoromethyl)-3-butenol, 73 g of dicyclopentadiene, and 0.15 g of 2,6-di-t-butylparacresol, and the mixture was heated at 190° C. for 12 hours. The reaction solution was cooled to room temperature and purified by distillation to obtain 40 g of 8-(2,2,2-trifluoro-1-trifluoromethyl-1-hydroxyethyl)tetracyclo[4.4.0.12,5.17,10]dodec-3-ene of the following formula (13). Reactants: C12C(C3CC(CC(C1)C3)C2)NC(=O)C=2C=NN(C2Cl)C (5-chloro-1-methyl-1H-pyrazole-4-carboxylic acid adamantan-2-ylamide), C1CNCC1O (DL-3-pyrrolidinol). Product: C12C(C3CC(CC(C1)C3)C2)NC(=O)C=2C=NN(C2N2CC(CC2)O)C (5-(3-Hydroxy-pyrrolidin-1-yl)-1-methyl-1H-pyrazole-4-carboxylic acid adamantan-2-ylamide). RXN SMILES: [CH:1]12[CH2:10][CH:5]3[CH2:6][CH:7]([CH2:9][CH:3]([CH2:4]3)[CH:2]1[NH:11][C:12]([C:14]1[CH:15]=[N:16][N:17]([CH3:20])[C:18]=1Cl)=[O:13])[CH2:8]2.[CH2:21]1[CH:25]([OH:26])[CH2:24][NH:23][CH2:22]1>>[CH:1]12[CH2:10][CH:5]3[CH2:6][CH:7]([CH2:9][CH:3]([CH2:4]3)[CH:2]1[NH:11][C:12]([C:14]1[CH:15]=[N:16][N:17]([CH3:20])[C:18]=1[N:23]1[CH2:22][CH2:21][CH:25]([OH:26])[CH2:24]1)=[O:13])[CH2:8]2. Reported procedure: Heating a mixture of 5-chloro-1-methyl-1H-pyrazole-4-carboxylic acid adamantan-2-ylamide (Example 5, 88 mg; 0.30 mmol) and DL-3-pyrrolidinol (0.25 mL; 3.0 mmol) under microwave irradiation according to the procedure described for Example 14 provided after purification by reverse phase HPLC, 5-(3-hydroxy-pyrrolidin-1-yl)-1-methyl-1H-pyrazole-4-carboxylic acid adamantan-2-ylamide (68 mg, 66%) as an off-white powder. ES-HRMS m/e calcd for C19H29N4O2 (M+H+) 345.2285, found 345.2281. Starting materials: [OH-].[Na+] (NaOH), O.O.O.O.O.O.N1CCNCC1 (Piperazine hexahydrate), Cl (HCl), O1C(=CC=C1)C(=O)Cl (Furoyl chloride), [OH-].[Na+] (NaOH). Procedure: This compound and its preparation has been described in Great Britain Patents 1,390,014 and 1,390,015. Piperazine hexahydrate (194 g, 1 mole) was dissolved in 250 ml H2O. The solution was acidified to pH 4.5 with 6N HCl. Furoyl chloride (130.5 g, 1 mole, Aldrich) was added along with 10% NaOH solution at such a rate that the pH was maintained at 4.5. After 1 hour, the solution was made basic (pH=8.5) with NaOH solution. The reaction mixture was continuously extracted with chloroform for 36 hours... Yield: 60.0%. Reaction SMILES: O.O.O.O.O.O.[NH:7]1[CH2:12][CH2:11][NH:10][CH2:9][CH2:8]1.Cl.[O:14]1[CH:18]=[CH:17][CH:16]=[C:15]1[C:19](Cl)=[O:20].[OH-].[Na+]>O>[O:14]1[CH:18]=[CH:17][CH:16]=[C:15]1[C:19]([N:7]1[CH2:12][CH2:11][NH:10][CH2:9][CH2:8]1)=[O:20] |f:0.1.2.3.4.5.6,9.10|. Conditions: time 1 hour. Run in O (H2O). Yields the product O1C(=CC=C1)C(=O)N1CCNCC1 (N-(2-Furoyl)piperazine).